This data is from the Open Reaction Database (ORD), a public repository of structured organic reaction records. The task is: describe an organic reaction: reactants, conditions, products, and yield Reactants: [H-].[Na+] (sodium hydride), C(C)N=C=S (ethyl isothiocyanate), N\C(=C/C(=O)OCC)\C(F)(F)F (ethyl 3-amino-4,4,4-trifluorocrotonate). The solvent is CN(C)C=O (DMF). Product: C(C)N1C(=NC(=CC1=O)C(F)(F)F)S (3-ethyl-2-mercapto-6-trifluoromethyl-4-(3H)-pyrimidinone). Yield: 99.0%. RXN SMILES: [H-].[Na+].[CH2:3]([N:5]=[C:6]=[S:7])[CH3:4].[NH2:8]/[C:9](/[C:16]([F:19])([F:18])[F:17])=[CH:10]\[C:11](OCC)=[O:12]>CN(C=O)C>[CH2:3]([N:5]1[C:11](=[O:12])[CH:10]=[C:9]([C:16]([F:19])([F:18])[F:17])[N:8]=[C:6]1[SH:7])[CH3:4] |f:0.1|. Procedure details: With stirring under ice-cooling, sodium hydride (60% in oil, 3.73 g, 56.0 mmol) and ethyl isothiocyanate (4.38 ml, 56.0 mmol) were added in that order to DMF (35 ml) solution of ethyl 3-amino-4,4,4-trifluorocrotonate, Followed by stirring overnight while gradually returning to room temperature. After completion of the reaction, the reaction solution was concentrated under a reduced pressure, water (20 ml) was added to the thus obtained residue, and then concentrated hydrochloric acid (15 ml) was... The reactants are BrCCCCCCOCCC#CC=1C=C(C=CC1)S(=O)(=O)N (3-{4-[(6-Bromohexyl)oxy]but-1-ynyl}benzenesulfonamide), C (charcoal). Run in IMS. Run at temperature 20 celsius, time 6 hour. Product: BrCCCCCCOCCCCC=1C=C(C=CC1)S(=O)(=O)N (3-{4-[(6-Bromohexyl)oxy]butyl}benzenesulfonamide). The yield is 78.8%. Reaction SMILES: [Br:1][CH2:2][CH2:3][CH2:4][CH2:5][CH2:6][CH2:7][O:8][CH2:9][CH2:10][C:11]#[C:12][C:13]1[CH:14]=[C:15]([S:19]([NH2:22])(=[O:21])=[O:20])[CH:16]=[CH:17][CH:18]=1.C>>[Br:1][CH2:2][CH2:3][CH2:4][CH2:5][CH2:6][CH2:7][O:8][CH2:9][CH2:10][CH2:11][CH2:12][C:13]1[CH:14]=[C:15]([S:19]([NH2:22])(=[O:20])=[O:21])[CH:16]=[CH:17][CH:18]=1. Procedure details: 3-{4-[(6-Bromohexyl)oxy]but-1-ynyl}benzenesulfonamide (627 g) in IMS (1900 ml) was stirred with activated charcoal (314 g) at room temperature for 2 h and then filtered through a short pad of Celite. The filter pad was washed with IMS (4300 ml) and the filtrate transferred to a hydrogenation vessel. 5% Platinum on Charcoal (520.1 g, ˜50% water) was added and the reaction mixture was then stirred under an atmosphere of hydrogen (0.2 bar) at 20° C. for 6 h. The mixture was then filtered through a ... Reactants: [Na] (Sodium), C(C)O (ethanol), BrC1=NC=C(C=C1)Br (2,5-dibromopyridine). Yields the product BrC=1C=CC(=NC1)CC (5-Bromo-2-ethylpyridine). As a reaction SMILES: [Na].Br[C:3]1[CH:8]=[CH:7][C:6]([Br:9])=[CH:5][N:4]=1.[CH2:10](O)[CH3:11]>>[Br:9][C:6]1[CH:7]=[CH:8][C:3]([CH2:10][CH3:11])=[N:4][CH:5]=1 |^1:0|. Procedure details: Sodium metal (4.87 g, 0.212 mol) was added to ethanol (200 mL) and stirred until completely dissolved. To this solution was added 2,5-dibromopyridine 9-1 (10 g, 0.0424 mol) and the resulting mixture was stirred at reflux for 16 hr. The solvent was removed in vacuo and the residue partitioned between water and EtOAc. After extraction with EtOAc (2×), the organic layer was washed with brine, dried (MgSO4) and concentrated to give 9-2 as a red-brown solid which was used as such in the next step. Starting materials: O=C1C(c2cc3c(cc2O)OCCO3)c2cc(Br)ccc2N1Cc1ccccn1, O=C([O-])[O-], CN(C)C=O, ClCI, [Cs+], [Cs+], O. Yields the product O=C1N(Cc2ccccn2)c2ccc(Br)cc2C12COc1cc3c(cc12)OCCO3. Reaction SMILES: [Br:1][c:2]1[cH:3][c:4]2[c:8]([cH:9][cH:10]1)[N:7]([CH2:11][c:12]1[n:13][cH:14][cH:15][cH:16][cH:17]1)[C:6](=[O:18])[CH:5]2[c:19]1[cH:20][c:21]2[c:22]([cH:27][c:28]1[OH:29])[O:23][CH2:24][CH2:25][O:26]2.[C:30](=[O:31])([O-:32])[O-:33].[CH3:40][N:41]([CH3:42])[CH:43]=[O:44].[Cl:36][CH2:37][I:38].[Cs+:34].[Cs+:35].[OH2:39]>>[Br:1][c:2]1[cH:3][c:4]2[c:8]([cH:9][cH:10]1)[N:7]([CH2:11][c:12]1[n:13][cH:14][cH:15][cH:16][cH:17]1)[C:6](=[O:18])[C:5]21[c:19]2[cH:20][c:21]3[c:22]([cH:27][c:28]2[O:29][CH2:30]1)[O:23][CH2:24][CH2:25][O:26]3. The reactants are COC(CCl)OC, NC1CCCCC1, [Na+], [OH-], O. The product is COC(CNC1CCCCC1)OC. As a reaction SMILES: [Cl:1][CH2:2][CH:3]([O:4][CH3:5])[O:6][CH3:7].[NH2:8][CH:9]1[CH2:10][CH2:11][CH2:12][CH2:13][CH2:14]1.[Na+:16].[OH-:15].[OH2:17]>>[CH2:2]([CH:3]([O:4][CH3:5])[O:6][CH3:7])[NH:8][CH:9]1[CH2:10][CH2:11][CH2:12][CH2:13][CH2:14]1. The reactants are CCOC(=O)c1c(C)c(=O)c(C)cn1Cc1ccccc1, CC(=O)O. Product: CCOC(=O)c1[nH]cc(C)c(=O)c1C. RXN SMILES: [CH2:1]([c:2]1[cH:3][cH:4][cH:5][cH:6][cH:7]1)[n:8]1[c:9]([C:17](=[O:18])[O:19][CH2:20][CH3:21])[c:10]([CH3:16])[c:11](=[O:15])[c:12]([CH3:14])[cH:13]1.[CH3:22][C:23](=[O:24])[OH:25]>>[nH:8]1[c:9]([C:17](=[O:18])[O:19][CH2:20][CH3:21])[c:10]([CH3:16])[c:11](=[O:15])[c:12]([CH3:14])[cH:13]1. The reactants are Oc1cccc(Cl)c1, CC(C)C(=O)Nc1cccc(C2CCN(CC(O)c3ccccc3)CC2)c1. The product is CC(C)C(=O)Nc1cccc(C2CCN(CC(Oc3cccc(Cl)c3)c3ccccc3)CC2)c1. As a reaction SMILES: [OH:1][c:2]1[cH:3][cH:4][cH:5][c:6]([Cl:7])[cH:8]1.[OH:9][CH:10]([CH2:11][N:12]1[CH2:13][CH2:14][CH:15]([c:18]2[cH:19][c:20]([NH:24][C:25]([CH:26]([CH3:27])[CH3:28])=[O:29])[cH:21][cH:22][cH:23]2)[CH2:16][CH2:17]1)[c:30]1[cH:31][cH:32][cH:33][cH:34][cH:35]1>>[O:1]([c:2]1[cH:3][cH:4][cH:5][c:6]([Cl:7])[cH:8]1)[CH:10]([CH2:11][N:12]1[CH2:13][CH2:14][CH:15]([c:18]2[cH:19][c:20]([NH:24][C:25]([CH:26]([CH3:27])[CH3:28])=[O:29])[cH:21][cH:22][cH:23]2)[CH2:16][CH2:17]1)[c:30]1[cH:31][cH:32][cH:33][cH:34][cH:35]1. Reactants: NC=1C(=CC(=C(C1)N1C=C(C(C2=CC(=C(C=C12)F)[N+](=O)[O-])=O)C(=O)O)F)F (1-(5-Amino-2,4-difluorophenyl)-7-fluoro-6-nitro-4-oxo-1,4-dihydroquinoline-3-carboxylic acid), aqueous solution, [OH-].[Na+] (sodium hydroxide), aqueous solution, C(CC(O)(C(=O)O)CC(=O)O)(=O)O (citric acid). Reaction conditions: temperature 40 celsius, time 2 hour. Product: NC=1C(=CC(=C(C1)N1C=C(C(C2=CC(=C(C=C12)O)[N+](=O)[O-])=O)C(=O)O)F)F (1-(5-Amino-2,4-difluorophenyl)-7-hydroxy-6-nitro-4-oxo-1,4-dihydroquinoline-3-carboxylic Acid). RXN SMILES: [NH2:1][C:2]1[C:3]([F:27])=[CH:4][C:5]([F:26])=[C:6]([N:8]2[C:17]3[C:12](=[CH:13][C:14]([N+:19]([O-:21])=[O:20])=[C:15](F)[CH:16]=3)[C:11](=[O:22])[C:10]([C:23]([OH:25])=[O:24])=[CH:9]2)[CH:7]=1.[OH-].[Na+].C(O)(=O)CC(CC(O)=O)(C(O)=O)[OH:33]>>[NH2:1][C:2]1[C:3]([F:27])=[CH:4][C:5]([F:26])=[C:6]([N:8]2[C:17]3[C:12](=[CH:13][C:14]([N+:19]([O-:21])=[O:20])=[C:15]([OH:33])[CH:16]=3)[C:11](=[O:22])[C:10]([C:23]([OH:25])=[O:24])=[CH:9]2)[CH:7]=1 |f:1.2|. Reported procedure: 1-(5-Amino-2,4-difluorophenyl)-7-fluoro-6-nitro-4-oxo-1,4-dihydroquinoline-3-carboxylic acid (60 mg) was added to a 5% aqueous solution (3 ml) of sodium hydroxide, and the mixture was stirred at 40° C. for 2 hours. The reaction mixture was acidified with a 3% aqueous solution of citric acid, and solids formed were collected by filtration. The solids were subjected to azeotropic distillation with ethanol and toluene. Hexane was added to the residue to conduct filtration, thereby obtaining the tit... Starting materials: OC1=C(C=CC2=CC=CC(=C12)C)C(C)=O (1'-hydroxy-8'-methyl-2'-acetonaphthone), [H-].[Na+] (sodium hydride), O (water), C(C1=CC=CC=C1)Cl (benzyl chloride). Run in CN(C=O)C (N,N-dimethylformamide). Reaction conditions: temperature 70 celsius, time 10 minute. Yields the product C(C1=CC=CC=C1)OC1=C(C=CC2=CC=CC(=C12)C)C(C)=O (1'-benzyloxy-8'-methyl-2'-acetonaphthone). As a reaction SMILES: [OH:1][C:2]1[C:11]2[C:6](=[CH:7][CH:8]=[CH:9][C:10]=2[CH3:12])[CH:5]=[CH:4][C:3]=1[C:13](=[O:15])[CH3:14].[H-].[Na+].[CH2:18](Cl)[C:19]1[CH:24]=[CH:23][CH:22]=[CH:21][CH:20]=1.O>CN(C)C=O>[CH2:18]([O:1][C:2]1[C:11]2[C:6](=[CH:7][CH:8]=[CH:9][C:10]=2[CH3:12])[CH:5]=[CH:4][C:3]=1[C:13](=[O:15])[CH3:14])[C:19]1[CH:24]=[CH:23][CH:22]=[CH:21][CH:20]=1 |f:1.2|. Reported procedure: 5.5 g of 1'-hydroxy-8'-methyl-2'-acetonaphthone was dissolved in 50 ml of N,N-dimethylformamide, to which 1.7 g of 60% sodium hydride was added, followed by agitation at 50° C. for 10 minutes. The reaction solution was returned to room temperature, in which 5.5 ml of benzyl chloride was dropped, followed by heating again to 70° C. for reaction for 1 hour. After returning to room temperature, water was added to the solution, which was extracted with ethyl acetate. The resultant organic phase was ...